From a dataset of the Open Reaction Database (ORD), a public repository of structured organic reaction records. describe an organic reaction: reactants, conditions, products, and yield Procedure: Following the general procedure, column chromatography in neutral alumina (EtOAc/n-hexane 1:5) afforded 11e (129 mg, 84 %) as a yellow viscous oil. The yield is 84.0%. The reagents and catalysts are O1BOC(C)(C)C1(C)C, O1B(OC(C)(C)C1(C)C)B2OC(C)(C)C(O2)(C)C, N=1C=CC=CC1C=NN(CC=2C=CC=CC2)CC=3C=CC=CC3, C[OH2+].C[OH2+].C1CC=CCCC=C1.C1CC=CCCC=C1.[Ir].[Ir]. The solvent is O1CCCC1. Run at temperature 80 celsius, time 17 hour. The reactants are ClC1=CC=CC(C=NN(C)C)=C1. The product is ClC1=CC=C(B2OC(C)(C)C(O2)(C)C)C(C=NN(C)C)=C1. Reactants: Cc1cc(C)c(N2CCNCC2)nc1C, CC1COC(=O)N1c1ccc(C(=O)O)cc1, Cl. The product is Cc1cc(C)c(N2CCN(C(=O)c3ccc(N4C(=O)OCC4C)cc3)CC2)nc1C, Cl. Reaction SMILES: [CH3:18][c:19]1[c:20]([N:27]2[CH2:28][CH2:29][NH:30][CH2:31][CH2:32]2)[n:21][c:22]([CH3:26])[c:23]([CH3:25])[cH:24]1.[CH3:1][CH:2]1[N:3]([c:8]2[cH:9][cH:10][c:11]([C:12](=[O:13])[OH:14])[cH:15][cH:16]2)[C:4](=[O:7])[O:5][CH2:6]1.[ClH:17]>>[CH3:1][CH:2]1[N:3]([c:8]2[cH:9][cH:10][c:11]([C:12](=[O:14])[N:30]3[CH2:29][CH2:28][N:27]([c:20]4[c:19]([CH3:18])[cH:24][c:23]([CH3:25])[c:22]([CH3:26])[n:21]4)[CH2:32][CH2:31]3)[cH:15][cH:16]2)[C:4](=[O:7])[O:5][CH2:6]1.[ClH:17]. Reactants: C1CCOC1, CC(=O)OC(C)=O, CC1(C)C(C(=O)c2cn(CCCCO)c3ccccc23)C1(C)C, c1ccncc1. Yields the product CC(=O)OCCCCn1cc(C(=O)C2C(C)(C)C2(C)C)c2ccccc21. Reaction SMILES: [CH2:37]1[O:38][CH2:39][CH2:40][CH2:41]1.[CH3:30][C:31](=[O:32])[O:33][C:34](=[O:35])[CH3:36].[OH:1][CH2:2][CH2:3][CH2:4][CH2:5][n:6]1[cH:7][c:8]([C:15](=[O:16])[CH:17]2[C:18]([CH3:22])([CH3:23])[C:19]2([CH3:20])[CH3:21])[c:9]2[cH:10][cH:11][cH:12][cH:13][c:14]12.[cH:24]1[cH:25][cH:26][n:27][cH:28][cH:29]1>>[O:1]([CH2:2][CH2:3][CH2:4][CH2:5][n:6]1[cH:7][c:8]([C:15](=[O:16])[CH:17]2[C:18]([CH3:22])([CH3:23])[C:19]2([CH3:20])[CH3:21])[c:9]2[cH:10][cH:11][cH:12][cH:13][c:14]12)[C:31]([CH3:30])=[O:32]. Starting materials: ClCCOC(C1=CC=CC=C1)=C1C2C3C2CC1C3 (β-chloroethyl-{α-[tricyclo-(2.2.1.02.6)hept-3-ylidene]-benzyl}-ether), C(C)NCC (diethyl amine). The solvent is C1=CC=CC=C1 (benzene). The product is C(C)N(CCOC(C1=CC=CC=C1)=C1C2C3C2CC1C3)CC (N,N-Diethyl-N-{2-[α-(tricyclo-(2.2.1.02.6)hept-3-ylidene)benzyloxy]-ethyl}-amine). Reaction SMILES: Cl[CH2:2][CH2:3][O:4][C:5](=[C:12]1[CH:17]2[CH2:18][CH:14]3[CH:15]([CH2:16]2)[CH:13]13)[C:6]1[CH:11]=[CH:10][CH:9]=[CH:8][CH:7]=1.[CH2:19]([NH:21][CH2:22][CH3:23])[CH3:20]>C1C=CC=CC=1>[CH2:19]([N:21]([CH2:22][CH3:23])[CH2:2][CH2:3][O:4][C:5](=[C:12]1[CH:17]2[CH2:18][CH:14]3[CH:15]([CH2:16]2)[CH:13]13)[C:6]1[CH:11]=[CH:10][CH:9]=[CH:8][CH:7]=1)[CH3:20]. Reported procedure: A solution of 14 g. (53.6 mMol) of β-chloroethyl-{α-[tricyclo-(2.2.1.02.6)hept-3-ylidene]-benzyl}-ether and 20 g. (0.273 mol) of diethyl amine in 130 ml. of benzene was heated for 5 hours to 140° C. in a 0.5 liter autoclave. After cooling, the diethyl amine hydrochloride was filtered off under suction, benzene and diethyl amine distilled off in vacuo and the residue left subjected to acid-alkaline working up. The basic fraction was fractionated in vacuo. Procedure details: Starting from N-(3-hexadecanoyloxyoctadecanoyl)-L-valine (1.28 g) and taurine (1 g), N-[N-(3-hexadecanoyloxyoctadecanoyl)-L-valyl]taurine (400 mg) was obtained as powder according to a similar manner to that of Example 32. Isolated yield 26.8%. Yields the product C(CCCCCCCCCCCCCCC)(=O)OC(CC(=O)N[C@@H](C(C)C)C(=O)NCCS(=O)(=O)O)CCCCCCCCCCCCCCC (N-[N-(3-hexadecanoyloxyoctadecanoyl)-L-valyl]taurine). Reaction SMILES: [C:1]([O:18][CH:19]([CH2:31][CH2:32][CH2:33][CH2:34][CH2:35][CH2:36][CH2:37][CH2:38][CH2:39][CH2:40][CH2:41][CH2:42][CH2:43][CH2:44][CH3:45])[CH2:20][C:21]([NH:23][C@H:24]([C:28]([OH:30])=O)[CH:25]([CH3:27])[CH3:26])=[O:22])(=[O:17])[CH2:2][CH2:3][CH2:4][CH2:5][CH2:6][CH2:7][CH2:8][CH2:9][CH2:10][CH2:11][CH2:12][CH2:13][CH2:14][CH2:15][CH3:16].[NH2:46][CH2:47][CH2:48][S:49]([OH:52])(=[O:51])=[O:50]>>[C:1]([O:18][CH:19]([CH2:31][CH2:32][CH2:33][CH2:34][CH2:35][CH2:36][CH2:37][CH2:38][CH2:39][CH2:40][CH2:41][CH2:42][CH2:43][CH2:44][CH3:45])[CH2:20][C:21]([NH:23][C@H:24]([C:28]([NH:46][CH2:47][CH2:48][S:49]([OH:52])(=[O:51])=[O:50])=[O:30])[CH:25]([CH3:26])[CH3:27])=[O:22])(=[O:17])[CH2:2][CH2:3][CH2:4][CH2:5][CH2:6][CH2:7][CH2:8][CH2:9][CH2:10][CH2:11][CH2:12][CH2:13][CH2:14][CH2:15][CH3:16]. The reactants are C(CCCCCCCCCCCCCCC)(=O)OC(CC(=O)N[C@@H](C(C)C)C(=O)O)CCCCCCCCCCCCCCC (N-(3-hexadecanoyloxyoctadecanoyl)-L-valine), NCCS(=O)(=O)O (taurine). Reactants: CC(=O)O, CCOc1ccc(Cc2cc(C3OC(S(=O)(=O)CC)C(O)C(O)C3O)ccc2Cl)cc1, CCOc1ccc(Cc2cc(C3OC(SCC)C(O)C(O)C3O)ccc2Cl)cc1, OO. Product: CCOc1ccc(Cc2cc(C3OC(S(=O)CC)C(O)C(O)C3O)ccc2Cl)cc1. RXN SMILES: [C:63]([OH:64])(=[O:65])[CH3:66].[Cl:1][c:2]1[c:3]([CH2:22][c:23]2[cH:24][cH:25][c:26]([O:29][CH2:30][CH3:31])[cH:27][cH:28]2)[cH:4][c:5]([CH:8]2[O:9][CH:10]([S:17](=[O:18])(=[O:19])[CH2:20][CH3:21])[CH:11]([OH:16])[CH:12]([OH:15])[CH:13]2[OH:14])[cH:6][cH:7]1.[Cl:32][c:33]1[cH:34][cH:35][c:36]([CH:37]2[CH:38]([OH:39])[CH:40]([OH:41])[CH:42]([OH:43])[CH:44]([S:45][CH2:46][CH3:47])[O:48]2)[cH:49][c:50]1[CH2:51][c:52]1[cH:53][cH:54][c:55]([O:56][CH2:57][CH3:58])[cH:59][cH:60]1.[OH:61][OH:62]>>[Cl:1][c:2]1[c:3]([CH2:22][c:23]2[cH:24][cH:25][c:26]([O:29][CH2:30][CH3:31])[cH:27][cH:28]2)[cH:4][c:5]([CH:8]2[O:9][CH:10]([S:17](=[O:18])[CH2:20][CH3:21])[CH:11]([OH:16])[CH:12]([OH:15])[CH:13]2[OH:14])[cH:6][cH:7]1.